From a dataset of the Open Reaction Database (ORD), a public repository of structured organic reaction records. describe an organic reaction: reactants, conditions, products, and yield The reactants are BrC1=C(C(=C(C=2CC(OC21)(C)C)C)NC(CC(C)(C)C)=O)C (N-(7-Bromo-2,2,4,6-tetramethyl-2,3-dihydro-1-benzofuran-5-yl)-3,3-dimethylbutanamide), CC1=CC=C(C=C1)O (4-methylphenol). Solvent: CCCCCC (hexane). Product: CC(CC(=O)NC=1C(=C(C2=C(CC(O2)(C)C)C1C)OC1=CC=C(C=C1)C)C)(C)C (3,3-Dimethyl-N-(2,2,4,6-tetramethyl-7-(4-methylphenoxy)-2,3-dihydro-1-benzofuran-5-yl)butanamide). Yield: 19.0%. Reaction SMILES: Br[C:2]1[C:10]2[O:9][C:8]([CH3:12])([CH3:11])[CH2:7][C:6]=2[C:5]([CH3:13])=[C:4]([NH:14][C:15](=[O:21])[CH2:16][C:17]([CH3:20])([CH3:19])[CH3:18])[C:3]=1[CH3:22].[CH3:23][C:24]1[CH:29]=[CH:28][C:27]([OH:30])=[CH:26][CH:25]=1>CCCCCC>[CH3:18][C:17]([CH3:20])([CH3:19])[CH2:16][C:15]([NH:14][C:4]1[C:3]([CH3:22])=[C:2]([O:30][C:27]2[CH:28]=[CH:29][C:24]([CH3:23])=[CH:25][CH:26]=2)[C:10]2[O:9][C:8]([CH3:12])([CH3:11])[CH2:7][C:6]=2[C:5]=1[CH3:13])=[O:21]. Procedure: Using N-(7-bromo-2,2,4,6-tetramethyl-2,3-dihydro-1-benzofuran-5-yl)-3,3-dimethylbutanamide obtained in Example 343 and 4-methylphenol, the title compound was synthesized in the same manner as in Example 344. Yield: 19%. Melting point: 182-184° C. (hexane). Reactants: C1(CCCC1)OC1=CC=CC2=C1C(=NO2)OCC2CCNCC2 (4-(Cyclopentyloxy)-3-(piperidin-4-ylmethoxy)-1,2-benzisoxazole), O=CCC1(CCOCC1)C(=O)OC (methyl 4-(2-oxoethyl)tetrahydro-2H-pyran-4-carboxylate), C(=O)C1(CCC1)C(=O)OC (methyl 1-formylcyclobutanecarboxylate). The product is C1(CCCC1)OC1=CC=CC2=C1C(=NO2)OCC2CCN(CC2)CCC2(CCOCC2)C(=O)OC (Methyl 4-{2-[4-({[4-(cyclopentyloxy)-1,2-benzisoxazol-3-yl]oxy}methyl)piperidin-1-yl]ethyl}-tetrahydro-2H-pyran-4-carboxylate). As a reaction SMILES: [CH:1]1([O:6][C:7]2[C:12]3[C:13]([O:16][CH2:17][CH:18]4[CH2:23][CH2:22][NH:21][CH2:20][CH2:19]4)=[N:14][O:15][C:11]=3[CH:10]=[CH:9][CH:8]=2)[CH2:5][CH2:4][CH2:3][CH2:2]1.O=[CH:25][CH2:26][C:27]1([C:33]([O:35][CH3:36])=[O:34])[CH2:32][CH2:31][O:30][CH2:29][CH2:28]1.C(C1(C(OC)=O)CCC1)=O>>[CH:1]1([O:6][C:7]2[C:12]3[C:13]([O:16][CH2:17][CH:18]4[CH2:19][CH2:20][N:21]([CH2:25][CH2:26][C:27]5([C:33]([O:35][CH3:36])=[O:34])[CH2:28][CH2:29][O:30][CH2:31][CH2:32]5)[CH2:22][CH2:23]4)=[N:14][O:15][C:11]=3[CH:10]=[CH:9][CH:8]=2)[CH2:5][CH2:4][CH2:3][CH2:2]1. Reported procedure: The title compound was prepared according to the procedure described in Step 3 of EXAMPLE 2 using 4-(cyclopentyloxy)-3-(piperidin-4-ylmethoxy)-1,2-benzisoxazole (EXAMPLE 24, Step 2) and methyl 4-(2-oxoethyl)tetrahydro-2H-pyran-4-carboxylate (WO 2004/043958) instead of 3-(piperidin-4-ylmethoxy)-4-(2,2,2-trifluoroethoxy)-1,2-benzisoxazole and methyl 1-formylcyclobutanecarboxylate.